From a dataset of the Open Reaction Database (ORD), a public repository of structured organic reaction records. describe an organic reaction: reactants, conditions, products, and yield The reactants are CS(=O)(=O)C1=CC=C(C=C1)C=1C(=NN2N=CC=CC21)C2=CC=C(C=C2)O (4-[3-(4-Methanesulfonyl-phenyl)-pyrazolo[1,5-b]pyridazin-2-yl]-phenol), ICC (iodoethane), C([O-])([O-])=O.[K+].[K+] (potassium carbonate). Solvent: C(C)#N (acetonitrile). Product: C(C)OC1=CC=C(C=C1)C1=NN2N=CC=CC2=C1C1=CC=C(C=C1)S(=O)(=O)C (2-(4-Ethoxy-phenyl)-3-(4-methanesulfonyl-phenyl )-pyrazolo[1,5-b]pyridazine). As a reaction SMILES: [CH3:1][S:2]([C:5]1[CH:10]=[CH:9][C:8]([C:11]2[C:12]([C:20]3[CH:25]=[CH:24][C:23]([OH:26])=[CH:22][CH:21]=3)=[N:13][N:14]3[C:19]=2[CH:18]=[CH:17][CH:16]=[N:15]3)=[CH:7][CH:6]=1)(=[O:4])=[O:3].I[CH2:28][CH3:29].C(=O)([O-])[O-].[K+].[K+]>C(#N)C>[CH2:28]([O:26][C:23]1[CH:22]=[CH:21][C:20]([C:12]2[C:11]([C:8]3[CH:7]=[CH:6][C:5]([S:2]([CH3:1])(=[O:3])=[O:4])=[CH:10][CH:9]=3)=[C:19]3[N:14]([N:15]=[CH:16][CH:17]=[CH:18]3)[N:13]=2)=[CH:25][CH:24]=1)[CH3:29] |f:2.3.4|. Procedure: 4-[3-(4-Methanesulfonyl-phenyl)-pyrazolo[1,5-b]pyridazin-2-yl]-phenol (663 mg, 1.82), iodoethane (1 eq) and potassium carbonate (2 eq) in acetonitrile (30 ml) were heated at reflux under nitrogen for 18 h. The cooled reaction mixture was partitioned between water (30 ml) and ethyl acetate (30 ml). The organic phase was collected, dried and purified by chromatography to give the title compound (547 mg) as a cream foam.